This data is from the Open Reaction Database (ORD), a public repository of structured organic reaction records. The task is: describe an organic reaction: reactants, conditions, products, and yield The reactants are FC(C(=O)O)(F)F (trifluoroacetic acid), C(C)(C)(C)C1=C(C=C(C=C1)C(=O)OC)NC(CC(CCCCC)C1=C(C=C(C=C1)OCC(=O)OC(C)(C)C)OC)=O (N-(2-t-butyl-5-methoxycarbonylphenyl)-3-(4-t-butoxycarbonylmethoxy-2-methoxyphenyl)octanamide), C1(=CC=CC=C1)OC (anisole). Solvent: C(Cl)Cl (methylene chloride). Reaction conditions: temperature 30 celsius, time 8 hour. Yields the product C(C)(C)(C)C1=C(C=C(C=C1)C(=O)OC)NC(CC(CCCCC)C1=C(C=C(C=C1)OCC(=O)O)OC)=O (N-(2-t-Butyl-5-methoxycarbonylphenyl)-3-(4-carboxymethoxy-2-methoxy phenyl)octanamide). Yield: 97.5%. RXN SMILES: FC(F)(F)C(O)=O.[C:8]([C:12]1[CH:17]=[CH:16][C:15]([C:18]([O:20][CH3:21])=[O:19])=[CH:14][C:13]=1[NH:22][C:23](=[O:48])[CH2:24][CH:25]([C:31]1[CH:36]=[CH:35][C:34]([O:37][CH2:38][C:39]([O:41]C(C)(C)C)=[O:40])=[CH:33][C:32]=1[O:46][CH3:47])[CH2:26][CH2:27][CH2:28][CH2:29][CH3:30])([CH3:11])([CH3:10])[CH3:9].C1(OC)C=CC=CC=1>C(Cl)Cl>[C:8]([C:12]1[CH:17]=[CH:16][C:15]([C:18]([O:20][CH3:21])=[O:19])=[CH:14][C:13]=1[NH:22][C:23](=[O:48])[CH2:24][CH:25]([C:31]1[CH:36]=[CH:35][C:34]([O:37][CH2:38][C:39]([OH:41])=[O:40])=[CH:33][C:32]=1[O:46][CH3:47])[CH2:26][CH2:27][CH2:28][CH2:29][CH3:30])([CH3:9])([CH3:10])[CH3:11]. Procedure details: 1.0 ml (15.0 mmol) of trifluoroacetic acid was added to a solution of 575 mg (1.01 mmol) of N-(2-t-butyl-5-methoxycarbonylphenyl)-3-(4-t-butoxycarbonylmethoxy-2-methoxyphenyl)octanamide [prepared as described in step (i) above] and 241 μl (2.22 mmol) of anisole in 15 ml of methylene chloride, and the resulting mixture was stirred overnight at 30° C. At the end of this time, the reaction mixture was freed from the solvent and excess reagents by distillation under reduced pressure, and the resulti... Reactants: C1(=CC=C(C=C1)C1=NN(C=N1)C1=CC=C(C=C1)OC(F)(F)F)C=1CCCCC1 (3-(2′,3′,4′,5′-tetrahydro-[1,1′-biphenyl]-4-yl)-1-(4-(trifluoromethoxy)phenyl)-1H-1,2,4-triazole), ClC=1C=C(C(=O)OO)C=CC1 (meta-chloroperoxybenzoic acid). Run in C(C)OCC (diethyl ether), C(C)OCC (diethyl ether). Conditions: time 18 hour. Yields the product C12(CCCCC2O1)C1=CC=C(C=C1)C1=NN(C=N1)C1=CC=C(C=C1)OC(F)(F)F (3-(4-(7-oxabicyclo[4.1.0]heptan-1-yl)phenyl)-1-(4-(trifluoromethoxy)phenyl)-1H-1,2,4-triazole). The yield is 77.2%. RXN SMILES: [C:1]1([C:23]2[CH2:24][CH2:25][CH2:26][CH2:27][CH:28]=2)[CH:6]=[CH:5][C:4]([C:7]2[N:11]=[CH:10][N:9]([C:12]3[CH:17]=[CH:16][C:15]([O:18][C:19]([F:22])([F:21])[F:20])=[CH:14][CH:13]=3)[N:8]=2)=[CH:3][CH:2]=1.ClC1C=C(C=CC=1)C(OO)=[O:34]>C(OCC)C>[C:23]12([C:1]3[CH:2]=[CH:3][C:4]([C:7]4[N:11]=[CH:10][N:9]([C:12]5[CH:13]=[CH:14][C:15]([O:18][C:19]([F:20])([F:21])[F:22])=[CH:16][CH:17]=5)[N:8]=4)=[CH:5][CH:6]=3)[O:34][CH:24]1[CH2:25][CH2:26][CH2:27][CH2:28]2. Procedure details: To a solution of 3-(2′,3′,4′,5′-tetrahydro-[1,1′-biphenyl]-4-yl)-1-(4-(trifluoromethoxy)phenyl)-1H-1,2,4-triazole (CB10) (3.11 g, 8.07 mmol) in diethyl ether (60 mL) was added meta-chloroperoxybenzoic acid (70%; 2.79 g, 11.3 mmol) slowly at 0° C. The reaction was stirred and allowed to gradually warm to room temperature, then stirring was continued for 18 hours. The solution was diluted in diethyl ether, washed with sodium bicarbonate, extracted with diethyl ether, washed with water, and extract... Reactants: [Li]C(C)(C)C, C1CCOC1, Cc1cc(C)nc(C)c1, COc1ccc(F)cc1C(C)(C)CC(C)=O. Product: COc1ccc(F)cc1C(C)(C)CC(C)(O)Cc1cc(C)cc(C)n1. Reaction SMILES: [C:10]([Li:11])([CH3:12])([CH3:13])[CH3:14].[CH2:31]1[O:32][CH2:33][CH2:34][CH2:35]1.[CH3:1][c:2]1[n:3][c:4]([CH3:9])[cH:5][c:6]([CH3:8])[cH:7]1.[F:15][c:16]1[cH:17][cH:18][c:19]([O:29][CH3:30])[c:20]([C:22]([CH2:23][C:24]([CH3:25])=[O:26])([CH3:27])[CH3:28])[cH:21]1>>[CH2:1]([c:2]1[n:3][c:4]([CH3:9])[cH:5][c:6]([CH3:8])[cH:7]1)[C:24]([CH2:23][C:22]([c:20]1[c:19]([O:29][CH3:30])[cH:18][cH:17][c:16]([F:15])[cH:21]1)([CH3:27])[CH3:28])([CH3:25])[OH:26]. Reactants: CC1=CC=C(C=C1)N1CCN(CC1)C(C)C1=CC=C(C=C1)N (1-(4-methylphenyl)-4-[1-(4-aminophenyl)ethyl]piperazine), ClC1=CC=NC2=CC(=CC=C12)C(F)(F)F (4-chloro-7-(trifluoromethyl)quinoline). Product: CC1=CC=C(C=C1)N1CCN(CC1)C(C)C1=CC=C(C=C1)NC1=CC=NC2=CC(=CC=C12)C(F)(F)F (4-[[4-[1-[4-(p-methylphenyl)-1-piperazinyl]ethyl]phenyl]amino]-7-(trifluoromethyl)quinoline). RXN SMILES: [CH3:1][C:2]1[CH:7]=[CH:6][C:5]([N:8]2[CH2:13][CH2:12][N:11]([CH:14]([C:16]3[CH:21]=[CH:20][C:19]([NH2:22])=[CH:18][CH:17]=3)[CH3:15])[CH2:10][CH2:9]2)=[CH:4][CH:3]=1.Cl[C:24]1[C:33]2[C:28](=[CH:29][C:30]([C:34]([F:37])([F:36])[F:35])=[CH:31][CH:32]=2)[N:27]=[CH:26][CH:25]=1>>[CH3:1][C:2]1[CH:3]=[CH:4][C:5]([N:8]2[CH2:9][CH2:10][N:11]([CH:14]([C:16]3[CH:17]=[CH:18][C:19]([NH:22][C:24]4[C:33]5[C:28](=[CH:29][C:30]([C:34]([F:37])([F:35])[F:36])=[CH:31][CH:32]=5)[N:27]=[CH:26][CH:25]=4)=[CH:20][CH:21]=3)[CH3:15])[CH2:12][CH2:13]2)=[CH:6][CH:7]=1. Reported procedure: In the manner given in Example 1C, 1-(4-methylphenyl)-4-[1-(4-aminophenyl)ethyl]piperazine and 4-chloro-7-(trifluoromethyl)quinoline are reacted together at reflux to give 4-[[4-[1-[4-(p-methylphenyl)-1-piperazinyl]ethyl]phenyl]amino]-7-(trifluoromethyl)quinoline. The reactants are COC(=O)c1cccc(Br)c1, CC1(C)OB(C(=CC2CCCCC2)CO)OC1(C)C, [Cs+], [F-], C1COCCO1, c1ccc([PH](c2ccccc2)(c2ccccc2)[Pd-4]([PH](c2ccccc2)(c2ccccc2)c2ccccc2)([PH](c2ccccc2)(c2ccccc2)c2ccccc2)[PH](c2ccccc2)(c2ccccc2)c2ccccc2)cc1. Yields the product COC(=O)c1cccc(C(=CC2CCCCC2)CO)c1. As a reaction SMILES: [CH3:1][O:2][C:3]([c:4]1[cH:5][c:6]([Br:10])[cH:7][cH:8][cH:9]1)=[O:11].[CH:12]1([CH:18]=[C:19]([CH2:20][OH:21])[B:22]2[O:23][C:24]([CH3:25])([CH3:26])[C:27]([CH3:28])([CH3:29])[O:30]2)[CH2:13][CH2:14][CH2:15][CH2:16][CH2:17]1.[Cs+:32].[F-:31].[O:33]1[CH2:34][CH2:35][O:36][CH2:37][CH2:38]1.[c:39]1([PH:40]([Pd-4:41]([PH:42]([c:43]2[cH:44][cH:45][cH:46][cH:47][cH:48]2)([c:49]2[cH:50][cH:51][cH:52][cH:53][cH:54]2)[c:55]2[cH:56][cH:57][cH:58][cH:59][cH:60]2)([PH:61]([c:62]2[cH:63][cH:64][cH:65][cH:66][cH:67]2)([c:68]2[cH:69][cH:70][cH:71][cH:72][cH:73]2)[c:74]2[cH:75][cH:76][cH:77][cH:78][cH:79]2)[PH:80]([c:81]2[cH:82][cH:83][cH:84][cH:85][cH:86]2)([c:87]2[cH:88][cH:89][cH:90][cH:91][cH:92]2)[c:93]2[cH:94][cH:95][cH:96][cH:97][cH:98]2)([c:99]2[cH:100][cH:101][cH:102][cH:103][cH:104]2)[c:105]2[cH:106][cH:107][cH:108][cH:109][cH:110]2)[cH:111][cH:112][cH:113][cH:114][cH:115]1>>[CH3:1][O:2][C:3]([c:4]1[cH:5][c:6]([C:19](=[CH:18][CH:12]2[CH2:13][CH2:14][CH2:15][CH2:16][CH2:17]2)[CH2:20][OH:21])[cH:7][cH:8][cH:9]1)=[O:11].